This data is from the Open Reaction Database (ORD), a public repository of structured organic reaction records. The task is: describe an organic reaction: reactants, conditions, products, and yield The reactants are Cl (hydrochloric acid), [N+](=O)([O-])C=1C=C(C=CC1O)C(C(OC(C(OC(C(OC(C(C(C(C(OC(C(C1=CC(=C(C=C1)O)[N+](=O)[O-])(F)F)(F)F)(F)F)(F)F)(F)F)(F)F)(F)F)(F)F)(F)F)(F)F)(F)F)(F)F)(F)F (1,17-Bis(3-nitro-4-hydroxyphenyl)perfluoro-3,6,9,15-tetraoxaheptadecane). The reagents and catalysts are [Pd] (Pd/C). The solvent is CO (methanol). The product is NC=1C=C(C=CC1O)C(C(OC(C(OC(C(OC(C(C(C(C(OC(C(C1=CC(=C(C=C1)O)N)(F)F)(F)F)(F)F)(F)F)(F)F)(F)F)(F)F)(F)F)(F)F)(F)F)(F)F)(F)F)(F)F (1,17-Bis(3-amino-4-hydroxyphenyl)perfluoro-3,6,9,15-tetraoxaheptadecane). Reaction SMILES: [N+:1]([C:4]1[CH:5]=[C:6]([C:11]([F:63])([F:62])[C:12]([F:61])([F:60])[O:13][C:14]([F:59])([F:58])[C:15]([F:57])([F:56])[O:16][C:17]([F:55])([F:54])[C:18]([F:53])([F:52])[O:19][C:20]([F:51])([F:50])[C:21]([F:49])([F:48])[C:22]([F:47])([F:46])[C:23]([F:45])([F:44])[C:24]([F:43])([F:42])[O:25][C:26]([F:41])([F:40])[C:27]([F:39])([F:38])[C:28]2[CH:33]=[CH:32][C:31]([OH:34])=[C:30]([N+:35]([O-])=O)[CH:29]=2)[CH:7]=[CH:8][C:9]=1[OH:10])([O-])=O.Cl>CO.[Pd]>[NH2:1][C:4]1[CH:5]=[C:6]([C:11]([F:62])([F:63])[C:12]([F:60])([F:61])[O:13][C:14]([F:58])([F:59])[C:15]([F:56])([F:57])[O:16][C:17]([F:54])([F:55])[C:18]([F:52])([F:53])[O:19][C:20]([F:50])([F:51])[C:21]([F:48])([F:49])[C:22]([F:46])([F:47])[C:23]([F:44])([F:45])[C:24]([F:42])([F:43])[O:25][C:26]([F:41])([F:40])[C:27]([F:39])([F:38])[C:28]2[CH:33]=[CH:32][C:31]([OH:34])=[C:30]([NH2:35])[CH:29]=2)[CH:7]=[CH:8][C:9]=1[OH:10]. Reported procedure: 1,17-Bis(3-nitro-4-hydroxyphenyl)perfluoro-3,6,9,15-tetraoxaheptadecane (3.00 g, 0.0030 mole) was dissolved in 180 ml of methanol and the solution deoxygenated by passing nitrogen through the boiling solution for 15 minutes. Concentrated hydrochloric acid (20 ml, 0.23 mole) and 10% Pd/C (0.30 g) were cautiously added to the cooled solution and catalytic reduction to the desired product took place over night at 50 psi of hydrogen. The catalyst was filtered off and the clear white solution evapora... Starting materials: BrC1=CC=C(C=C1)C1=C(C(=NO1)C)C(C(=O)O)O ([5-(4-bromo-phenyl)-3-methyl-isoxazol-4-yl]-hydroxy-acetic acid), C1(=CC=CC=C1)[C@@H](C)N ((R)-1-phenyl-ethylamine). Product: BrC1=CC=C(C=C1)C1=C(C(=NO1)C)C(C(=O)N[C@H](C)C1=CC=CC=C1)O (2-[5-(4-Bromo-phenyl)-3-methyl-isoxazol-4-yl]-2-hydroxy-N-((R)-1-phenyl-ethyl)-acetamide). As a reaction SMILES: [Br:1][C:2]1[CH:7]=[CH:6][C:5]([C:8]2[O:12][N:11]=[C:10]([CH3:13])[C:9]=2[CH:14]([OH:18])[C:15]([OH:17])=O)=[CH:4][CH:3]=1.[C:19]1([C@H:25]([NH2:27])[CH3:26])[CH:24]=[CH:23][CH:22]=[CH:21][CH:20]=1>>[Br:1][C:2]1[CH:3]=[CH:4][C:5]([C:8]2[O:12][N:11]=[C:10]([CH3:13])[C:9]=2[CH:14]([OH:18])[C:15]([NH:27][C@@H:25]([C:19]2[CH:24]=[CH:23][CH:22]=[CH:21][CH:20]=2)[CH3:26])=[O:17])=[CH:6][CH:7]=1. Procedure details: Prepared according to the procedure described in Example 33, Step 4, using [5-(4-bromo-phenyl)-3-methyl-isoxazol-4-yl]-hydroxy-acetic acid and (R)-1-phenyl-ethylamine. Reactants: C1CNCCN1, Cc1cc(Nc2cc(Cl)nc(N3CCCC3c3cc(-c4ccccn4)no3)n2)n[nH]1. The product is Cc1cc(Nc2cc(N3CCNCC3)nc(N3CCCC3c3cc(-c4ccccn4)no3)n2)n[nH]1. Reaction SMILES: [CH2:31]1[CH2:32][NH:33][CH2:34][CH2:35][NH:36]1.[Cl:1][c:2]1[cH:3][c:4]([NH:24][c:25]2[n:26][nH:27][c:28]([CH3:30])[cH:29]2)[n:5][c:6]([N:8]2[CH:9]([c:13]3[cH:14][c:15](-[c:18]4[n:19][cH:20][cH:21][cH:22][cH:23]4)[n:16][o:17]3)[CH2:10][CH2:11][CH2:12]2)[n:7]1>>[c:2]1([N:33]2[CH2:32][CH2:31][NH:36][CH2:35][CH2:34]2)[cH:3][c:4]([NH:24][c:25]2[n:26][nH:27][c:28]([CH3:30])[cH:29]2)[n:5][c:6]([N:8]2[CH:9]([c:13]3[cH:14][c:15](-[c:18]4[n:19][cH:20][cH:21][cH:22][cH:23]4)[n:16][o:17]3)[CH2:10][CH2:11][CH2:12]2)[n:7]1. Starting materials: C1(=CC=CC=C1)CN1C(C2=C3C(C=CC=C13)=CC=C2)=S (1-(phenylmethyl)benz[cd]indole-2(1H)-thione), N1(C=NC=C1)CCCN (1H-imidazole-1-propaneamine), mercuric acetate. Run in C(C)O (ethyl alcohol). Product: C1(=CC=CC=C1)CN1C(C2=C3C(C=CC=C13)=CC=C2)=NCCCN2C=NC=C2 (N-[1-(Phenylmethyl)benz[cd]indol-2 (1H)-ylidene]-1H-imidazole-1-propanamine). Yield: 66.3%. Reaction SMILES: [C:1]1([CH2:7][N:8]2[C:16]3[C:11]4[C:12](=[CH:17][CH:18]=[CH:19][C:10]=4[C:9]2=S)[CH:13]=[CH:14][CH:15]=3)[CH:6]=[CH:5][CH:4]=[CH:3][CH:2]=1.[N:21]1([CH2:26][CH2:27][CH2:28][NH2:29])[CH:25]=[CH:24][N:23]=[CH:22]1>C(O)C>[C:1]1([CH2:7][N:8]2[C:16]3[C:11]4[C:12](=[CH:17][CH:18]=[CH:19][C:10]=4[C:9]2=[N:29][CH2:28][CH2:27][CH2:26][N:21]2[CH:25]=[CH:24][N:23]=[CH:22]2)[CH:13]=[CH:14][CH:15]=3)[CH:6]=[CH:5][CH:4]=[CH:3][CH:2]=1. Procedure: A mixture of 3.0 g 1-(phenylmethyl)benz[cd]indole-2(1H)-thione (Cc), 1.34 g of 1H-imidazole-1-propaneamine, 10.0 ml ethyl alcohol, and 3.5 g of mercuric acetate is reacted as described in Example 3, giving 2.6 g of the desired product, mp. 90°-93° C. The reactants are CNc1ccccc1C, CCN(C(C)C)C(C)C, O=C(O)c1ncc(Cl)cc1NS(=O)(=O)c1ccc(Cl)c(C(F)(F)F)c1. Product: Cc1ccccc1N(C)C(=O)c1ncc(Cl)cc1NS(=O)(=O)c1ccc(Cl)c(C(F)(F)F)c1. Reaction SMILES: [CH3:26][NH:27][c:28]1[c:29]([CH3:34])[cH:30][cH:31][cH:32][cH:33]1.[CH:35]([N:36]([CH2:37][CH3:38])[CH:39]([CH3:40])[CH3:41])([CH3:42])[CH3:43].[Cl:1][c:2]1[cH:3][c:4]([NH:11][S:12](=[O:13])(=[O:14])[c:15]2[cH:16][c:17]([C:22]([F:23])([F:24])[F:25])[c:18]([Cl:21])[cH:19][cH:20]2)[c:5]([C:8](=[O:9])[OH:10])[n:6][cH:7]1>>[Cl:1][c:2]1[cH:3][c:4]([NH:11][S:12](=[O:13])(=[O:14])[c:15]2[cH:16][c:17]([C:22]([F:23])([F:24])[F:25])[c:18]([Cl:21])[cH:19][cH:20]2)[c:5]([C:8](=[O:9])[N:27]([CH3:26])[c:28]2[c:29]([CH3:34])[cH:30][cH:31][cH:32][cH:33]2)[n:6][cH:7]1. Product: CS(=O)(=O)Nc1cccc(Cl)c1N1CCN(CC(O)Cn2nc(-c3ccc(C(F)(F)F)cc3)c3c2CCN(S(C)(=O)=O)C3)CC1. As a reaction SMILES: [C:1]([O:2][C:6](=[O:3])[N:8]1[CH2:9][CH2:10][N:11]([c:14]2[c:15]([Cl:25])[cH:16][cH:17][cH:18][c:19]2[NH:20][S:21](=[O:22])(=[O:23])[CH3:24])[CH2:12][CH2:13]1)([CH3:4])([CH3:5])[CH3:7].[CH3:33][S:34](=[O:35])(=[O:36])[N:37]1[CH2:38][c:39]2[c:40]([n:43]([CH2:56][CH:57]3[O:58][CH2:59]3)[n:44][c:45]2-[c:46]2[cH:47][cH:48][c:49]([C:52]([F:53])([F:54])[F:55])[cH:50][cH:51]2)[CH2:41][CH2:42]1.[Cl:60][CH2:61][Cl:62].[OH:26][C:27]([C:28]([F:29])([F:30])[F:31])=[O:32]>>[CH2:6]([N:8]1[CH2:9][CH2:10][N:11]([c:14]2[c:15]([Cl:25])[cH:16][cH:17][cH:18][c:19]2[NH:20][S:21](=[O:22])(=[O:23])[CH3:24])[CH2:12][CH2:13]1)[CH:57]([CH2:56][n:43]1[c:40]2[c:39]([c:45](-[c:46]3[cH:47][cH:48][c:49]([C:52]([F:53])([F:54])[F:55])[cH:50][cH:51]3)[n:44]1)[CH2:38][N:37]([S:34]([CH3:33])(=[O:35])=[O:36])[CH2:42][CH2:41]2)[OH:58]. Reactants: CC(C)(C)OC(=O)N1CCN(c2c(Cl)cccc2NS(C)(=O)=O)CC1, CS(=O)(=O)N1CCc2c(c(-c3ccc(C(F)(F)F)cc3)nn2CC2CO2)C1, ClCCl, O=C(O)C(F)(F)F. Yield: 62.8%. As a reaction SMILES: [C:1]1([C:7]2[C:15]3[C:10](=[CH:11][CH:12]=[C:13]([CH3:16])[CH:14]=3)[NH:9][N:8]=2)[CH:6]=[CH:5][CH:4]=[CH:3][CH:2]=1.[H-].[Na+].[CH2:19]([N:21]([CH2:24][CH2:25][CH2:26][Cl:27])[CH2:22][CH3:23])[CH3:20]>CN(C)C=O.C1(C)C=CC=CC=1>[ClH:27].[CH2:19]([N:21]([CH2:22][CH3:23])[CH:24]([C:14]1[C:13]([CH3:16])=[CH:12][CH:11]=[C:10]2[C:15]=1[C:7]([C:1]1[CH:6]=[CH:5][CH:4]=[CH:3][CH:2]=1)=[N:8][NH:9]2)[CH2:25][CH3:26])[CH3:20] |f:1.2,6.7|. Run at time 10 minute. Procedure: 3-Phenyl-5-methylindazole (4.17 g) was dissolved in dimethylformamide (70 ml) and sodium hydride 50% pure (1.15 g) was added to the solution, followed by stirring it at room temperature for 10 min. To the resulting solution was added dropwise a solution of diethylaminopropyl chloride (3.59 g) in 30 ml of toluene. The mixture was stirred at 70° C for 1 hour and poured into ice-water, and extracted with chloroform. The extract was washed with water, dried over sodium sulfate and concentrated by ev... Starting materials: C(C)N(CC)CCCCl (diethylaminopropyl chloride), ice water, C1(=CC=CC=C1)C1=NNC2=CC=C(C=C12)C (3-Phenyl-5-methylindazole), [H-].[Na+] (sodium hydride). The solvent is C1(=CC=CC=C1)C (toluene), CN(C=O)C (dimethylformamide). Product: Cl.C(C)N(C(CC)C1=C2C(=NNC2=CC=C1C)C1=CC=CC=C1)CC (1-diethylaminopropyl-3-phenyl-5-methylindazole hydrochloride). The reactants are C1(=CC=CC=C1)S(=O)(=O)N1C=C(C=2C1=NC=C(C2)N2CCOCC2)I (1-Benzenesulfonyl-3-iodo-5-morpholin-4-yl-1H-pyrrolo[2,3-b]pyridine), C(C1=CC=CC=C1)(C1=CC=CC=C1)(C1=CC=CC=C1)N1N=CC(=C1)B(O)O ((1-trityl-1H-pyrazol-4-yl)boronic acid), [Li+].[Cl-] (LiCl), C(=O)([O-])[O-].[Na+].[Na+] (Na2CO3). The reagents and catalysts are Cl[Pd]([P](C1=CC=CC=C1)(C2=CC=CC=C2)C3=CC=CC=C3)([P](C4=CC=CC=C4)(C5=CC=CC=C5)C6=CC=CC=C6)Cl (PdCl2(PPh3)2). Solvent: CCO (EtOH), C1(=CC=CC=C1)C (toluene), O (water). Reaction conditions: temperature 105 celsius, time 2 hour. Yields the product C1(=CC=CC=C1)S(=O)(=O)N1C=C(C=2C1=NC=C(C2)N2CCOCC2)C=2C=NN(C2)C(C2=CC=CC=C2)(C2=CC=CC=C2)C2=CC=CC=C2 (1-Benzenesulfonyl-5-morpholin-4-yl-3-(trityl-1H-pyrazol-4-yl)-1H-pyrrolo[2,3-b]pyridine). Yield: 79.3%. RXN SMILES: [C:1]1([S:7]([N:10]2[C:14]3=[N:15][CH:16]=[C:17]([N:19]4[CH2:24][CH2:23][O:22][CH2:21][CH2:20]4)[CH:18]=[C:13]3[C:12](I)=[CH:11]2)(=[O:9])=[O:8])[CH:6]=[CH:5][CH:4]=[CH:3][CH:2]=1.[C:26]([N:45]1[CH:49]=[C:48](B(O)O)[CH:47]=[N:46]1)([C:39]1[CH:44]=[CH:43][CH:42]=[CH:41][CH:40]=1)([C:33]1[CH:38]=[CH:37][CH:36]=[CH:35][CH:34]=1)[C:27]1[CH:32]=[CH:31][CH:30]=[CH:29][CH:28]=1.[Li+].[Cl-].C([O-])([O-])=O.[Na+].[Na+]>CCO.Cl[Pd](Cl)([P](C1C=CC=CC=1)(C1C=CC=CC=1)C1C=CC=CC=1)[P](C1C=CC=CC=1)(C1C=CC=CC=1)C1C=CC=CC=1.O.C1(C)C=CC=CC=1>[C:1]1([S:7]([N:10]2[C:14]3=[N:15][CH:16]=[C:17]([N:19]4[CH2:24][CH2:23][O:22][CH2:21][CH2:20]4)[CH:18]=[C:13]3[C:12]([C:48]3[CH:47]=[N:46][N:45]([C:26]([C:33]4[CH:38]=[CH:37][CH:36]=[CH:35][CH:34]=4)([C:27]4[CH:28]=[CH:29][CH:30]=[CH:31][CH:32]=4)[C:39]4[CH:44]=[CH:43][CH:42]=[CH:41][CH:40]=4)[CH:49]=3)=[CH:11]2)(=[O:9])=[O:8])[CH:6]=[CH:5][CH:4]=[CH:3][CH:2]=1 |f:2.3,4.5.6,^1:66,85|. Procedure: A mixture of iodide 55 (0.083 g, 0.18 mmol), (1-trityl-1H-pyrazol-4-yl)boronic acid (0.094 g, 0.27 mmol), PdCl2(PPh3)2 (0.012 g, 0.017 mmol), LiCl (0.022 g, 0.52 mmol) and 1.0 M aqueous Na2CO3 solution (0.442 mL, 0.442 mol) in EtOH (2 mL)-toluene (2 mL) was stirred at 105° C. for 2 hours. The mixture was cooled and the organic layer was poured into water and extracted with AcOEt. The organic extract was washed with brine, dried (MgSO4), and concentrated to afford a syrup. The syrup was purified ... Starting materials: C1CCOC1, COC(=O)C1CCN(c2ncccc2Cl)CC1, CO, [Na+], [OH-]. The product is O=C(O)C1CCN(c2ncccc2Cl)CC1. Reaction SMILES: [CH2:20]1[O:21][CH2:22][CH2:23][CH2:24]1.[CH3:1][O:2][C:3](=[O:4])[CH:5]1[CH2:6][CH2:7][N:8]([c:11]2[n:12][cH:13][cH:14][cH:15][c:16]2[Cl:17])[CH2:9][CH2:10]1.[CH3:25][OH:26].[Na+:19].[OH-:18]>>[O:2]=[C:3]([OH:4])[CH:5]1[CH2:6][CH2:7][N:8]([c:11]2[n:12][cH:13][cH:14][cH:15][c:16]2[Cl:17])[CH2:9][CH2:10]1. Starting materials: C1COC(C)(C2=CC=C(C=C2)Br)O1 (4'-bromoacetophenone ethylene ketal), C(C(C)(C)C)(=O)Cl (pivaloyl chloride), [Mg] (magnesium), C1COC(CBr)(C2=CC=CC=C2)O1 (bromoacetophenone ethylene ketal). Solvent: O1CCCC1 (tetrahydrofuran), O1CCCC1 (tetrahydrofuran), O1CCCC1 (tetrahydrofuran). Reaction conditions: temperature -60 celsius, time 1 hour. Yields the product CC1(OCCO1)C1=CC=C(C=C1)C(C(C)(C)C)=O (4'-(2-methyl-2-dioxolanyl)pivalophenone). RXN SMILES: [Mg].[CH2:2]1[O:14][C:5]([C:7]2[CH:12]=[CH:11][C:10](Br)=[CH:9][CH:8]=2)([CH3:6])[O:4][CH2:3]1.C1OC(C2C=CC=CC=2)(CBr)OC1.[C:28](Cl)(=[O:33])[C:29]([CH3:32])([CH3:31])[CH3:30]>O1CCCC1>[CH3:6][C:5]1([C:7]2[CH:12]=[CH:11][C:10]([C:28](=[O:33])[C:29]([CH3:32])([CH3:31])[CH3:30])=[CH:9][CH:8]=2)[O:14][CH2:2][CH2:3][O:4]1. Procedure details: To a suspension of 12.4 g (0.51 g-atoms) magnesium turnings in 190 ml tetrahydrofuran under a nitrogen atmosphere there is added 10 ml. of a solution of 103 g (0.424 mole) of 4'-bromoacetophenone ethylene ketal in 130 ml dry tetrahydrofuran. The reaction is started and the remainder of the bromoacetophenone ethylene ketal solution is added dropwise at a rate that maintains a moderate reflux. After the addition is complete, the mixture is refluxed for one hour. The resulting Grignard solution is ...